Dataset: the Open Reaction Database (ORD), a public repository of structured organic reaction records. Task: describe an organic reaction: reactants, conditions, products, and yield Starting materials: C1(=CC=CC=C1)C1=NOC(=C1C=1N=CNC1)COC (3-phenyl-4-(1H-imidazol-4-yl)-5-methoxymethyl-isoxazole), FC1=CC=C(C#N)C=C1 (4-fluorobenzonitrile). Product: COCC1=C(C(=NO1)C1=CC=CC=C1)C=1N=CN(C1)C1=CC=C(C#N)C=C1 (4-[4-(5-Methoxymethyl-3-phenyl-isoxazol-4-yl)-imidazol-1-yl]benzonitrile). The yield is 42.0%. RXN SMILES: [C:1]1([C:7]2[C:11]([C:12]3[N:13]=[CH:14][NH:15][CH:16]=3)=[C:10]([CH2:17][O:18][CH3:19])[O:9][N:8]=2)[CH:6]=[CH:5][CH:4]=[CH:3][CH:2]=1.F[C:21]1[CH:28]=[CH:27][C:24]([C:25]#[N:26])=[CH:23][CH:22]=1>>[CH3:19][O:18][CH2:17][C:10]1[O:9][N:8]=[C:7]([C:1]2[CH:2]=[CH:3][CH:4]=[CH:5][CH:6]=2)[C:11]=1[C:12]1[N:13]=[CH:14][N:15]([C:21]2[CH:28]=[CH:27][C:24]([C:25]#[N:26])=[CH:23][CH:22]=2)[CH:16]=1. Procedure details: As described for Example 1f, 3-phenyl-4-(1H-imidazol-4-yl)-5-methoxymethyl-isoxazole (128 mg, 0.50 mmol) was converted, using 4-fluorobenzonitrile instead of 1-(4-fluorophenyl)-ethanone, to the title compound (75 mg, 42%) which was obtained as an off-white solid. MS: m/e=357.0[M+H]+. Starting materials: CC(O[Si](C)(C)C(C)(C)C)c1ncc(Cn2ccc([N+](=O)[O-])n2)o1, CCO, [Cl-], [Fe], N#N, [NH4+], O. Yields the product CC(O[Si](C)(C)C(C)(C)C)c1ncc(Cn2ccc(N)n2)o1. As a reaction SMILES: [C:3]([CH3:4])([CH3:5])([CH3:6])[Si:7]([O:8][CH:9]([CH3:10])[c:11]1[o:12][c:13]([CH2:16][n:17]2[n:18][c:19]([N+:22]([O-:23])=[O:24])[cH:20][cH:21]2)[cH:14][n:15]1)([CH3:25])[CH3:26].[CH3:29][CH2:30][OH:31].[Cl-:27].[Fe:33].[N:1]#[N:2].[NH4+:28].[OH2:32]>>[C:3]([CH3:4])([CH3:5])([CH3:6])[Si:7]([O:8][CH:9]([CH3:10])[c:11]1[o:12][c:13]([CH2:16][n:17]2[n:18][c:19]([NH2:22])[cH:20][cH:21]2)[cH:14][n:15]1)([CH3:25])[CH3:26]. Reactants: ( 3 ), CPCC(=O)O (Methylphosphinoacetic acid), Cl.COC([C@@H](N(I)I)CC1=CC=C(C=C1)OC1=CC=C(C=C1)O)=O (diiodothyronine methyl ester hydrochloride). Product: CPCC(=O)[C@](N(I)I)(CC1=CC=C(C=C1)OC1=CC=C(C=C1)O)C(=O)O (Methylphosphinoacetyldiiodothyronine). RXN SMILES: [CH3:1][PH:2][CH2:3][C:4]([OH:6])=O.Cl.C[O:9][C:10](=[O:30])[C@H:11]([CH2:15][C:16]1[CH:21]=[CH:20][C:19]([O:22][C:23]2[CH:28]=[CH:27][C:26]([OH:29])=[CH:25][CH:24]=2)=[CH:18][CH:17]=1)[N:12]([I:14])[I:13]>>[CH3:1][PH:2][CH2:3][C:4]([C@@:11]([C:10]([OH:30])=[O:9])([CH2:15][C:16]1[CH:17]=[CH:18][C:19]([O:22][C:23]2[CH:28]=[CH:27][C:26]([OH:29])=[CH:25][CH:24]=2)=[CH:20][CH:21]=1)[N:12]([I:13])[I:14])=[O:6] |f:1.2|. Procedure details: The compound was prepared analogously to the procedure described in examples (2) and (3). Methylphosphinoacetic acid was used in place of methylphosphinopropionic acid and diiodothyronine methyl ester hydrochloride was used in place of triiodothyronine methyl ester hydrochloride. The final product was purified by inverse phase column chromatography on silica gel RP 18 using 75% strength methanol as eluent. The unary substance of the main fraction, differing in the TLC from the starting materials... The reactants are N[C@@H]1[C@@H](C2=CC=CC=C2C1)OC1=CC(=C(C=C1)Cl)Cl ((±) cis 2-amino-1-(3,4dichlorophenoxy)indane), C=O (formaldehyde), aqueous solution, C(#N)[BH3-].[Na+] (sodium cyanoborohydride), C(C)(=O)O (acetic acid), hydrochloride salt. Solvent: C(C)OCC (diethyl ether), C(C)#N (acetonitrile). Run at time 6 day. Product: Cl.ClC=1C=C(O[C@H]2[C@H](CC3=CC=CC=C23)N(C)C)C=CC1Cl ((±) cis 1-(3,4-Dichlorophenoxy)-2-dimethylaminoindane Hydrochloride). Reaction SMILES: N[C@H:2]1[CH2:10][C:9]2[C:4](=[CH:5][CH:6]=[CH:7][CH:8]=2)[C@H:3]1[O:11][C:12]1[CH:17]=[CH:16][C:15]([Cl:18])=[C:14]([Cl:19])[CH:13]=1.C=O.[C:22]([BH3-])#[N:23].[Na+].[C:26](O)(=O)C>C(#N)C.C(OCC)C>[ClH:18].[Cl:19][C:14]1[CH:13]=[C:12]([CH:17]=[CH:16][C:15]=1[Cl:18])[O:11][C@@H:3]1[C:4]2[C:9](=[CH:8][CH:7]=[CH:6][CH:5]=2)[CH2:10][C@@H:2]1[N:23]([CH3:22])[CH3:26] |f:2.3,7.8|. Procedure details: A solution of (±) cis 2-amino-1-(3,4dichlorophenoxy)indane (0.88 g, 3.0 mmol) in acetonitrile (40 ml) was treated with formaldehyde (2 ml of a 37% aqueous solution, 26 mmol) followed by sodium cyanoborohydride (0.38 g, 6.0 mmol). The mixture was stirred at room temperature for 6 days while maintaining the pH at 5-7 by the addition of glacial acetic acid. The reaction mixture was diluted with diethyl ether and washed with 1M sodium hydroxide followed by brine. The organic layer was dried over Na2... The reactants are C1COCCN1, CO, O=C1CC(c2cccc(-c3nc(CCl)cs3)c2)=Nc2ccc(-n3cccc3)cc2N1, [I-], [K+], O. Product: O=C1CC(c2cccc(-c3nc(CN4CCOCC4)cs3)c2)=Nc2ccc(-n3cccc3)cc2N1. Reaction SMILES: [CH2:31]1[CH2:32][O:33][CH2:34][CH2:35][NH:36]1.[CH3:39][OH:40].[Cl:1][CH2:2][c:3]1[n:4][c:5](-[c:8]2[cH:9][c:10]([C:14]3=[N:15][c:16]4[c:17]([cH:22][c:23](-[n:26]5[cH:27][cH:28][cH:29][cH:30]5)[cH:24][cH:25]4)[NH:18][C:19](=[O:21])[CH2:20]3)[cH:11][cH:12][cH:13]2)[s:6][cH:7]1.[I-:38].[K+:37].[OH2:41]>>[CH2:2]([c:3]1[n:4][c:5](-[c:8]2[cH:9][c:10]([C:14]3=[N:15][c:16]4[c:17]([cH:22][c:23](-[n:26]5[cH:27][cH:28][cH:29][cH:30]5)[cH:24][cH:25]4)[NH:18][C:19](=[O:21])[CH2:20]3)[cH:11][cH:12][cH:13]2)[s:6][cH:7]1)[N:36]1[CH2:31][CH2:32][O:33][CH2:34][CH2:35]1. Starting materials: C(C1=CC=CC=C1)OC1=C(C=CC=C1CC(F)(F)F)C (2-benzyloxy-1-methyl-3-(2,2,2-trifluoro-ethyl)-benzene), II (iodine). Reagents/catalysts: FC(C(=O)[O-])(F)F.[Ag+] (silver trifluoroacetate). The solvent is C(Cl)(Cl)Cl (CHCl3), C(Cl)(Cl)Cl (CHCl3). Run at time 1 hour. Yields the product C(C1=CC=CC=C1)OC1=C(C=C(C=C1CC(F)(F)F)I)C (2-Benzyloxy-5-iodo-1-methyl-3-(2,2,2-trifluoro-ethyl)-benzene). Reaction SMILES: [I:1]I.[CH2:3]([O:10][C:11]1[C:16]([CH2:17][C:18]([F:21])([F:20])[F:19])=[CH:15][CH:14]=[CH:13][C:12]=1[CH3:22])[C:4]1[CH:9]=[CH:8][CH:7]=[CH:6][CH:5]=1>C(Cl)(Cl)Cl.FC(F)(F)C([O-])=O.[Ag+]>[CH2:3]([O:10][C:11]1[C:16]([CH2:17][C:18]([F:20])([F:19])[F:21])=[CH:15][C:14]([I:1])=[CH:13][C:12]=1[CH3:22])[C:4]1[CH:5]=[CH:6][CH:7]=[CH:8][CH:9]=1 |f:3.4|. Procedure: A solution of iodine (1.52 g, 6.0 mmol) dissolved in CHCl3 (80 mL) was added dropwise to a stirred mixture of 2-benzyloxy-1-methyl-3-(2,2,2-trifluoro-ethyl)-benzene (2.1 g, 6.0 mmol), silver trifluoroacetate (1.33 g, 6.0 mmol) in CHCl3 (20 mL). After the addition was complete the reaction mixture was stirred for 1 hour. The mixture was filtered through a pad of celite washing with CH2Cl2. The filtrate was washed with satd Na2S2O3, brine, dried over Na2SO4 and concentrated to a pale yellow solid ... Reactants: [N+](=O)([O-])C1=C(C=CC=C1)NCCC(=O)O (3-(2nitrophenylamino)propionic acid), CC1=CC=C2C(CCNC2=C1[N+](=O)[O-])=O (2,3-dihydro-7-methyl-8-nitro-4(1H)-quinolinone), substituted 2-nitroaniline, Cl.[Sn] (tin - hydrochloric acid), ClC1=CC=C2C(CCNC2=C1[N+](=O)[O-])=O (7-chloro-2,3-dihydro-8-nitro-4(1H)-quinolinone), FC=1C=C2C(CCNC2=C(C1)[N+](=O)[O-])=O (6-fluoro-2,3-dihydro-8-nitro-4(1H)-quinolinone), [N+](=O)([O-])C=1C=CC=C2C(CCNC12)=O (2,3-dihydro-8-nitro-4(1H)-quinolinone), ClC1=CC(=C(C=C1)NCCC(=O)O)[N+](=O)[O-] (3-(4-chloro-2-nitrophenylamino)propionic acid), substituted N-(2-carboxyethyl)-2-nitroanilin, [Sn](Cl)(Cl)(Cl)Cl.Cl (tin chloride hydrochloric acid), [N+](=O)([O-])C=1C=CC=C2C(CCNC12)=O (2,3-dihydro-8-nitro-4(1H)-quinolinone), ClC=1C(=C(C=CC1)NCCC(=O)O)[N+](=O)[O-] (3-(3-chloro-2-nitrophenylamino)propionic acid), C(C=C)(=O)O (acrylic acid). The reagents and catalysts are C(C)(=O)O.[Fe] (iron - acetic acid), Cl.[Fe] (iron - hydrochloric acid). The product is NC=1C=CC=C2C(CCNC12)=O (8-amino-2,3-dihydro-4(1H)-quinolinone). As a reaction SMILES: [N+:1]([C:4]1[CH:9]=[CH:8][CH:7]=[CH:6][C:5]=1[NH:10][CH2:11][CH2:12][C:13]([OH:15])=O)([O-])=O.ClC1C=CC(NCCC(O)=O)=C([N+]([O-])=O)C=1.ClC1C([N+]([O-])=O)=C(NCCC(O)=O)C=CC=1.C(O)(=O)C=C.[N+](C1C=CC=C2C=1NCCC2=O)([O-])=O.ClC1C([N+]([O-])=O)=C2C(C(=O)CCN2)=CC=1.FC1C=C2C(=C([N+]([O-])=O)C=1)NCCC2=O.CC1C([N+]([O-])=O)=C2C(C(=O)CCN2)=CC=1.[Sn](Cl)(Cl)(Cl)Cl.Cl.Cl.[Sn]>Cl.[Fe].C(O)(=O)C.[Fe]>[NH2:1][C:4]1[CH:9]=[CH:8][CH:7]=[C:6]2[C:5]=1[NH:10][CH2:11][CH2:12][C:13]2=[O:15] |f:8.9,10.11,12.13,14.15,^3:118|. Procedure details: By Friedel-Crafts reaction, known compounds 3-(2nitrophenylamino)propionic acid, 3-(4-chloro-2-nitrophenylamino)propionic acid, 3-(3-chloro-2-nitrophenylamino)propionic acid [Ann. Chim. (Rome), volume 55, page 182 (1965)] or substituted N-(2-carboxyethyl)-2-nitroanilin compounds, which can generally be prepared by reacting known substituted 2-nitroaniline with acrylic acid, are converted into novel 2,3-dihydro-8-nitro-4(1H)-quinolinone compounds such as 7-chloro-2,3-dihydro-8-nitro-4(1H)-quinoli...